This data is from the Open Reaction Database (ORD), a public repository of structured organic reaction records. The task is: describe an organic reaction: reactants, conditions, products, and yield Starting materials: CCCCCOc1cc(C(=O)NC(Cc2ccccc2)C(O)CNC(=O)OCc2ccccc2)cc(N2CCCC2=O)c1, CCO, O. Yields the product CCCCCOc1cc(C(=O)NC(Cc2ccccc2)C(O)CN)cc(N2CCCC2=O)c1. RXN SMILES: [CH2:1]([O:2][C:3](=[O:4])[NH:10][CH2:11][CH:12]([CH:13]([CH2:14][c:15]1[cH:16][cH:17][cH:18][cH:19][cH:20]1)[NH:21][C:22](=[O:23])[c:24]1[cH:25][c:26]([N:36]2[C:37](=[O:41])[CH2:38][CH2:39][CH2:40]2)[cH:27][c:28]([O:30][CH2:31][CH2:32][CH2:33][CH2:34][CH3:35])[cH:29]1)[OH:42])[c:5]1[cH:6][cH:7][cH:8][cH:9][cH:43]1.[CH3:44][CH2:45][OH:46].[OH2:47]>>[NH2:10][CH2:11][CH:12]([CH:13]([CH2:14][c:15]1[cH:16][cH:17][cH:18][cH:19][cH:20]1)[NH:21][C:22](=[O:23])[c:24]1[cH:25][c:26]([N:36]2[C:37](=[O:41])[CH2:38][CH2:39][CH2:40]2)[cH:27][c:28]([O:30][CH2:31][CH2:32][CH2:33][CH2:34][CH3:35])[cH:29]1)[OH:42]. Starting materials: BrC1=CC2=C(S1)C=C(S2)Br (2,5-dibromothieno[3,2-b]thiophene), COC(N[C@@H](C(C)C)C(=O)N1[C@@H](CCC1)C=1NC(=CN1)C1=CC=C(C=C1)B1OC(C(O1)(C)C)(C)C)=O ((S,S)-[2-methyl-1-(2-{5-[4-(4,4,5,5-tetramethyl-[1,3,2]dioxaborolan-2-yl)phenyl]-imidazol-2-yl}-pyrrolidine-1-carbonyl)-propyl]-carbamic acid methyl ester), compound A1. Yields the product COC(N[C@@H](C(C)C)C(=O)N1[C@@H](CCC1)C=1NC(=CN1)C1=CC=C(C=C1)C1=CC2=C(S1)C=C(S2)Br)=O ([(S)-1-((S)-2-{5-[4-(5-bromo-thieno[3,2-b]thiophen-2-yl)-phenyl]-1H-imidazol-2-yl}-pyrrolidine-1-carbonyl)-2-methyl-propyl]-carbamic acid methyl ester). As a reaction SMILES: Br[C:2]1[S:6][C:5]2[CH:7]=[C:8]([Br:10])[S:9][C:4]=2[CH:3]=1.[CH3:11][O:12][C:13](=[O:46])[NH:14][C@H:15]([C:19]([N:21]1[CH2:25][CH2:24][CH2:23][C@H:22]1[C:26]1[NH:27][C:28]([C:31]2[CH:36]=[CH:35][C:34](B3OC(C)(C)C(C)(C)O3)=[CH:33][CH:32]=2)=[CH:29][N:30]=1)=[O:20])[CH:16]([CH3:18])[CH3:17]>>[CH3:11][O:12][C:13](=[O:46])[NH:14][C@H:15]([C:19]([N:21]1[CH2:25][CH2:24][CH2:23][C@H:22]1[C:26]1[NH:27][C:28]([C:31]2[CH:32]=[CH:33][C:34]([C:2]3[S:6][C:5]4[CH:7]=[C:8]([Br:10])[S:9][C:4]=4[CH:3]=3)=[CH:35][CH:36]=2)=[CH:29][N:30]=1)=[O:20])[CH:16]([CH3:18])[CH3:17]. Procedure details: Compound 62 was prepared from 2,5-dibromothieno[3,2-b]thiophene (1.678 mmol) and compound 8 (0.383 mmol), following the procedure as described for compound A1, to give compound 62 as a yellow solid in 15% yield. MS (ESI, EI+) m/z=587-589 (MH+).